From a dataset of the Open Reaction Database (ORD), a public repository of structured organic reaction records. describe an organic reaction: reactants, conditions, products, and yield Starting materials: O=C([O-])[O-], CC(C)(C)Oc1ccc(C(=O)O)cn1, CC(C)=O, CI, CCOC(C)=O, [K+], [K+], O. Product: COC(=O)c1ccc(OC(C)(C)C)nc1. As a reaction SMILES: [C:19](=[O:20])([O-:21])[O-:22].[C:1]([CH3:2])([CH3:3])([CH3:4])[O:5][c:6]1[n:7][cH:8][c:9]([C:10](=[O:11])[OH:12])[cH:13][cH:14]1.[CH3:15][C:16](=[O:17])[CH3:18].[CH3:25][I:26].[CH3:28][CH2:29][O:30][C:31](=[O:32])[CH3:33].[K+:23].[K+:24].[OH2:27]>>[C:1]([CH3:2])([CH3:3])([CH3:4])[O:5][c:6]1[n:7][cH:8][c:9]([C:10](=[O:11])[O:12][CH3:15])[cH:13][cH:14]1.